Dataset: the Open Reaction Database (ORD), a public repository of structured organic reaction records. Task: describe an organic reaction: reactants, conditions, products, and yield Product: ClC1=C(C=C2C=CN=C(C2=C1)OC)OC1CC(C1)C(CC)(C1=CC=C(C=C1)F)N (1-[3-(7-chloro-1-methoxyisoquinolin-6-yloxy)-cyclobutyl]-1-(4-fluorophenyl)-propylamine). Procedure details: 1-[3-(7-chloro-1-methoxyisoquinolin-6-yloxy)-cyclobutyl]-1-(4-fluorophenyl)-propylamine (2 isomeric mixtures) were prepared from 1-(1-aminopropyl)-1-(4-fluorophenyl)cyclobutan-3-ol (114) and 7-chloro-6-fluoro-1-methoxyisoquinoline (10) as described for (109). The two stereoisomers could be separated by silica gel chromatography, relative stereochemistry was not assigned. Starting materials: NC(CC)C1(CC(C1)O)C1=CC=C(C=C1)F (1-(1-Aminopropyl)-1-(4-fluorophenyl)cyclobutan-3-ol), ClC1=C(C=C2C=CN=C(C2=C1)OC)F (7-Chloro-6-fluoro-1-methoxy-isoquinoline), ClC1=C(C=C2C=CN=C(C2=C1)OC)OC1CCC(CC1)C(C)(C1=CC=C(C=C1)OC)N (1-[4-(7-chloro-1-methoxyisoquinolin-6-yloxy)-cyclohexyl]-1-(4-methoxyphenyl)-ethylamine). As a reaction SMILES: N[CH:2]([C:5]1([C:10]2[CH:15]=[CH:14][C:13]([F:16])=[CH:12][CH:11]=2)CC(O)[CH2:6]1)[CH2:3]C.ClC1C=C2C(C=C[N:24]=C2OC)=CC=1F.[Cl:31][C:32]1[CH:41]=[C:40]2[C:35]([CH:36]=[CH:37][N:38]=[C:39]2[O:42][CH3:43])=[CH:34][C:33]=1[O:44][CH:45]1[CH2:50]CC(C(N)(C2C=CC(OC)=CC=2)C)C[CH2:46]1>>[Cl:31][C:32]1[CH:41]=[C:40]2[C:35]([CH:36]=[CH:37][N:38]=[C:39]2[O:42][CH3:43])=[CH:34][C:33]=1[O:44][CH:45]1[CH2:50][CH:6]([C:5]([NH2:24])([C:10]2[CH:15]=[CH:14][C:13]([F:16])=[CH:12][CH:11]=2)[CH2:2][CH3:3])[CH2:46]1. The reactants are Fc1cc(Br)ccc1I, CCCCc1ccc(B(O)O)cc1, COC(C)(C)C, CCO, Cc1ccccc1, [H-], [Na+], [Na+], O=C([O-])[O-], C1CCOC1, O, Cl[Pd]Cl, c1ccc(P(c2ccccc2)c2ccccc2)cc1, c1ccc(P(c2ccccc2)c2ccccc2)cc1. Yields the product CCCCc1ccc(-c2ccc(Br)cc2F)cc1. Reaction SMILES: [Br:2][c:3]1[cH:4][c:5]([F:10])[c:6]([I:9])[cH:7][cH:8]1.[CH2:11]([CH2:12][CH2:13][CH3:14])[c:15]1[cH:16][cH:17][c:18]([B:21]([OH:22])[OH:23])[cH:19][cH:20]1.[CH3:76][O:77][C:78]([CH3:79])([CH3:80])[CH3:81].[CH3:83][CH2:84][OH:85].[CH3:86][c:87]1[cH:88][cH:89][cH:90][cH:91][cH:92]1.[H-:1].[Na+:24].[Na+:25].[O-:26][C:27](=[O:28])[O-:29].[O:30]1[CH2:31][CH2:32][CH2:33][CH2:34]1.[OH2:82].[Pd:35]([Cl:36])[Cl:37].[c:38]1([P:39]([c:40]2[cH:41][cH:42][cH:43][cH:44][cH:45]2)[c:46]2[cH:47][cH:48][cH:49][cH:50][cH:51]2)[cH:52][cH:53][cH:54][cH:55][cH:56]1.[c:57]1([P:58]([c:59]2[cH:60][cH:61][cH:62][cH:63][cH:64]2)[c:65]2[cH:66][cH:67][cH:68][cH:69][cH:70]2)[cH:71][cH:72][cH:73][cH:74][cH:75]1>>[Br:2][c:3]1[cH:4][c:5]([F:10])[c:6](-[c:18]2[cH:17][cH:16][c:15]([CH2:11][CH2:12][CH2:13][CH3:14])[cH:20][cH:19]2)[cH:7][cH:8]1. Reactants: ClC=1C(=C2C=3N(C(CO2)C)C=C(C(C3C1)=O)C(=O)O)F (9-chloro-10-fluoro-3-methyl-7-oxo-2,3-dihydro-7H-pyrido[1,2,3-de][1,4]benzoxazine-6-carboxylic acid), CN1CCNCC1 (N-methylpiperazine). The solvent is CS(=O)C (dimethyl sulfoxide). Product: ClC=1C(=C2C=3N(C(CO2)C)C=C(C(C3C1)=O)C(=O)O)N1CCN(CC1)C (9-chloro-3-methyl-10-(4-methyl-1-piperazinyl)-7-oxo-2,3-dihydro-7H-pyrido[1,2,3-de][1,4]benzoxazine-6-carboxylic acid). The yield is 34.4%. Reaction SMILES: [Cl:1][C:2]1[C:3](F)=[C:4]2[O:9][CH2:8][CH:7]([CH3:10])[N:6]3[CH:11]=[C:12]([C:17]([OH:19])=[O:18])[C:13](=[O:16])[C:14]([CH:15]=1)=[C:5]23.[CH3:21][N:22]1[CH2:27][CH2:26][NH:25][CH2:24][CH2:23]1>CS(C)=O>[Cl:1][C:2]1[C:3]([N:25]2[CH2:26][CH2:27][N:22]([CH3:21])[CH2:23][CH2:24]2)=[C:4]2[O:9][CH2:8][CH:7]([CH3:10])[N:6]3[CH:11]=[C:12]([C:17]([OH:19])=[O:18])[C:13](=[O:16])[C:14]([CH:15]=1)=[C:5]23. Procedure: 150 mg (0.5 mmol) of 9-chloro-10-fluoro-3-methyl-7-oxo-2,3-dihydro-7H-pyrido[1,2,3-de][1,4]benzoxazine-6-carboxylic acid was suspended in 3 ml of dimethyl sulfoxide and 150 mg of N-methylpiperazine was added to the suspension. The mixture was then allowed to react at 120°-130° C. (bath temperature) for 6 hours. After cooling, the solvent was distilled off under reduced pressure and the residue was washed with diethyl ether to remove any insoluble substance. The resulting residue was purified by ...